From a dataset of the Open Reaction Database (ORD), a public repository of structured organic reaction records. describe an organic reaction: reactants, conditions, products, and yield Reactants: [C-]#N, CCCCCO, CCCCCCCCc1c(C)[nH]c(C)c(I)c1=O. Yields the product CCCCCCCCc1c(C)[nH]c(C)c(C#N)c1=O. RXN SMILES: [C-:19]#[N:20].[CH3:21][CH2:22][CH2:23][CH2:24][CH2:25][OH:26].[I:1][c:2]1[c:3](=[O:18])[c:4]([CH2:10][CH2:11][CH2:12][CH2:13][CH2:14][CH2:15][CH2:16][CH3:17])[c:5]([CH3:9])[nH:6][c:7]1[CH3:8]>>[c:2]1([C:19]#[N:20])[c:3](=[O:18])[c:4]([CH2:10][CH2:11][CH2:12][CH2:13][CH2:14][CH2:15][CH2:16][CH3:17])[c:5]([CH3:9])[nH:6][c:7]1[CH3:8]. Starting materials: CC(=O)OCC(=O)Cl, CC(N)C(Oc1ccc2c(cnn2-c2ccc(F)cc2)c1)c1ccccc1. Yields the product CC(=O)OCC(=O)NC(C)C(Oc1ccc2c(cnn2-c2ccc(F)cc2)c1)c1ccccc1. RXN SMILES: [C:28]([CH3:29])(=[O:30])[O:31][CH2:32][C:33](=[O:34])[Cl:35].[F:1][c:2]1[cH:3][cH:4][c:5](-[n:8]2[n:9][cH:10][c:11]3[cH:12][c:13]([O:17][CH:18]([CH:19]([CH3:20])[NH2:21])[c:22]4[cH:23][cH:24][cH:25][cH:26][cH:27]4)[cH:14][cH:15][c:16]23)[cH:6][cH:7]1>>[F:1][c:2]1[cH:3][cH:4][c:5](-[n:8]2[n:9][cH:10][c:11]3[cH:12][c:13]([O:17][CH:18]([CH:19]([CH3:20])[NH:21][C:33]([CH2:32][O:31][C:28]([CH3:29])=[O:30])=[O:34])[c:22]4[cH:23][cH:24][cH:25][cH:26][cH:27]4)[cH:14][cH:15][c:16]23)[cH:6][cH:7]1. Reactants: C[Si](O[Si](C)(C)C)(C)C (hexamethyldisiloxane), O=P12OP3(=O)OP(=O)(O1)OP(=O)(O2)O3 (P4O10), C(CCCCCCCCCCC)SCC(CO)OCCCCCCCCCC (3-dodecylmercapto-2-decyloxy-1-propanol). Run in N1=CC=CC=C1 (pyridine). Conditions: temperature 100 celsius. The product is C(CCCCCCCCCCC)SC(C(C)OCCCOP(O)(O)=O)CCCCCCC (Phosphoric acid-(3-dodecylmercapto-2-decyloxy)-1-propyl ester). As a reaction SMILES: [O:1]=[P:2]12[O:13]P3(OP(OP(O3)([O:9]1)=O)(=O)[O:3]2)=O.C[Si](C)(C)O[Si](C)(C)C.[CH2:24]([S:36][CH2:37][CH:38]([O:41][CH2:42][CH2:43][CH2:44]CCCCCCC)[CH2:39]O)[CH2:25][CH2:26][CH2:27][CH2:28][CH2:29][CH2:30][CH2:31][CH2:32][CH2:33][CH2:34][CH3:35]>N1C=CC=CC=1>[CH2:24]([S:36][CH:37]([CH2:24][CH2:25][CH2:26][CH2:27][CH2:28][CH2:29][CH3:30])[CH:38]([O:41][CH2:42][CH2:43][CH2:44][O:3][P:2](=[O:1])([OH:13])[OH:9])[CH3:39])[CH2:25][CH2:26][CH2:27][CH2:28][CH2:29][CH2:30][CH2:31][CH2:32][CH2:33][CH2:34][CH3:35]. Procedure details: A suspension of 4.26 g P4O10 in 60 ml absolute pyridine was admixed at room temperature with 13 ml hexamethyldisiloxane and heated to 100° C. for 1 hour. It was then slightly cooled, admixed with 25 g 3-dodecylmercapto-2-decyloxy-1-propanol and heated for a further 2.5 hours to 100° C. Reactants: CC#CCOc1cc(Cl)ncn1, CCN(C(C)C)C(C)C, ClC(Cl)Cl, [Cl-], Fc1ccccc1S, [NH4+]. Product: CC#CCOc1cc(Sc2ccccc2F)ncn1. As a reaction SMILES: [CH2:10]([C:11]#[C:12][CH3:13])[O:14][c:15]1[n:16][cH:17][n:18][c:19]([Cl:21])[cH:20]1.[CH:1]([N:2]([CH:3]([CH3:4])[CH3:5])[CH2:6][CH3:7])([CH3:8])[CH3:9].[CH:32]([Cl:33])([Cl:34])[Cl:35].[Cl-:30].[F:22][c:23]1[c:24]([SH:29])[cH:25][cH:26][cH:27][cH:28]1.[NH4+:31]>>[CH2:10]([C:11]#[C:12][CH3:13])[O:14][c:15]1[n:16][cH:17][n:18][c:19]([S:29][c:24]2[c:23]([F:22])[cH:28][cH:27][cH:26][cH:25]2)[cH:20]1. The yield is 122.9%. Run at time 3 hour. The solvent is O1CCOCC1 (dioxane). The reactants are ClC1=C(C=C(C(=N1)NC(C(=O)N)CC(F)(F)F)F)C#N (2-(6-chloro-5-cyano-3-fluoropyridin-2-ylamino)-4,4,4-trifluorobutanamide), NC=1C=NC2=CC=CC=C2C1 (3-aminoquinoline), O.O.O.[O-]C1=CC=CC=C1.[Na+] (sodium phenoxide trihydrate), CC1(C2=C(C(=CC=C2)P(C3=CC=CC=C3)C4=CC=CC=C4)OC5=C(C=CC=C51)P(C6=CC=CC=C6)C7=CC=CC=C7)C (xantphos). Reaction SMILES: Cl[C:2]1[N:7]=[C:6]([NH:8][CH:9]([CH2:13][C:14]([F:17])([F:16])[F:15])[C:10]([NH2:12])=[O:11])[C:5]([F:18])=[CH:4][C:3]=1[C:19]#[N:20].[NH2:21][C:22]1[CH:23]=[N:24][C:25]2[C:30]([CH:31]=1)=[CH:29][CH:28]=[CH:27][CH:26]=2.O.O.O.[O-]C1C=CC=CC=1.[Na+].CC1(C)C2C(=C(P(C3C=CC=CC=3)C3C=CC=CC=3)C=CC=2)OC2C(P(C3C=CC=CC=3)C3C=CC=CC=3)=CC=CC1=2>O1CCOCC1.C1C=CC(/C=C/C(/C=C/C2C=CC=CC=2)=O)=CC=1.C1C=CC(/C=C/C(/C=C/C2C=CC=CC=2)=O)=CC=1.C1C=CC(/C=C/C(/C=C/C2C=CC=CC=2)=O)=CC=1.[Pd].[Pd]>[C:19]([C:3]1[CH:4]=[C:5]([F:18])[C:6]([NH:8][CH:9]([CH2:13][C:14]([F:17])([F:16])[F:15])[C:10]([NH2:12])=[O:11])=[N:7][C:2]=1[NH:21][C:22]1[CH:23]=[N:24][C:25]2[C:30]([CH:31]=1)=[CH:29][CH:28]=[CH:27][CH:26]=2)#[N:20] |f:2.3.4.5.6,9.10.11.12.13|. Reagents/catalysts: C=1C=CC(=CC1)/C=C/C(=O)/C=C/C2=CC=CC=C2.C=1C=CC(=CC1)/C=C/C(=O)/C=C/C2=CC=CC=C2.C=1C=CC(=CC1)/C=C/C(=O)/C=C/C2=CC=CC=C2.[Pd].[Pd] (Pd2 dba3). Procedure details: A mixture of the crude 2-(6-chloro-5-cyano-3-fluoropyridin-2-ylamino)-4,4,4-trifluorobutanamide (109 mg, 0.350 mmol), 3-aminoquinoline (52 mg, 0.361 mmol), sodium phenoxide trihydrate (85 mg, 0.500 mmol), xantphos (30 mg, 0.051 mmol) and Pd2 dba3 (20 mg, 0.021 mmol) in dioxane (2 mL) was degassed with Ar, then was stirred at 105 C for 3 h. Water and EtOAc were added. The organic phase was washed with aq. 1N NaOH, dried over Na2SO4, concentrated in vacuo to give crude 2-(5-cyano-3-fluoro-6-(quino... The product is C(#N)C=1C=C(C(=NC1NC=1C=NC2=CC=CC=C2C1)NC(C(=O)N)CC(F)(F)F)F (2-(5-cyano-3-fluoro-6-(quinolin-3-ylamino)pyridin-2-ylamino)-4,4,4-trifluorobutanamide). Reactants: C1CCOC1, COc1ccc(C[Zn+])cc1, [Cl-], Ic1ccc(-c2ncco2)cc1, c1ccc(P(c2ccccc2)(c2ccccc2)[Pd](P(c2ccccc2)(c2ccccc2)c2ccccc2)(P(c2ccccc2)(c2ccccc2)c2ccccc2)P(c2ccccc2)(c2ccccc2)c2ccccc2)cc1. Yields the product COc1ccc(Cc2ccc(-c3ncco3)cc2)cc1. As a reaction SMILES: [CH2:101]1[O:102][CH2:103][CH2:104][CH2:105]1.[CH3:14][O:15][c:16]1[cH:17][cH:18][c:19]([CH2:20][Zn+:21])[cH:22][cH:23]1.[Cl-:13].[I:1][c:2]1[cH:3][cH:4][c:5](-[c:8]2[o:9][cH:10][cH:11][n:12]2)[cH:6][cH:7]1.[cH:24]1[cH:25][cH:26][c:27]([P:28]([Pd:29]([P:30]([c:31]2[cH:32][cH:33][cH:34][cH:35][cH:36]2)([c:37]2[cH:38][cH:39][cH:40][cH:41][cH:42]2)[c:43]2[cH:44][cH:45][cH:46][cH:47][cH:48]2)([P:49]([c:50]2[cH:51][cH:52][cH:53][cH:54][cH:55]2)([c:56]2[cH:57][cH:58][cH:59][cH:60][cH:61]2)[c:62]2[cH:63][cH:64][cH:65][cH:66][cH:67]2)[P:68]([c:69]2[cH:70][cH:71][cH:72][cH:73][cH:74]2)([c:75]2[cH:76][cH:77][cH:78][cH:79][cH:80]2)[c:81]2[cH:82][cH:83][cH:84][cH:85][cH:86]2)([c:87]2[cH:88][cH:89][cH:90][cH:91][cH:92]2)[c:93]2[cH:94][cH:95][cH:96][cH:97][cH:98]2)[cH:99][cH:100]1>>[c:2]1([CH2:20][c:19]2[cH:18][cH:17][c:16]([O:15][CH3:14])[cH:23][cH:22]2)[cH:3][cH:4][c:5](-[c:8]2[o:9][cH:10][cH:11][n:12]2)[cH:6][cH:7]1. Reactants: O=C([O-])[O-], CO, CCOC(C)=O, O=CO, CCCN(C(=O)NCCCl)C1OC(CO)C(O)C(O)C1O, [K+], [K+], O=N[O-], [Na+]. As a reaction SMILES: [C:28](=[O:29])([O-:30])[O-:31].[CH3:26][OH:27].[CH3:37][CH2:38][O:39][C:40](=[O:41])[CH3:42].[CH:34]([OH:35])=[O:36].[Cl:1][CH2:2][CH2:3][NH:4][C:5](=[O:6])[N:7]([CH:8]1[CH:9]([OH:10])[CH:11]([OH:12])[CH:13]([OH:14])[CH:15]([CH2:17][OH:18])[O:16]1)[CH2:19][CH2:20][CH3:21].[K+:32].[K+:33].[N:22](=[O:23])[O-:24].[Na+:25]>>[Cl:1][CH2:2][CH2:3][N:4]([C:5](=[O:6])[N:7]([CH:8]1[CH:9]([OH:10])[CH:11]([OH:12])[CH:13]([OH:14])[CH:15]([CH2:17][OH:18])[O:16]1)[CH2:19][CH2:20][CH3:21])[N:22]=[O:23]. Yields the product CCCN(C(=O)N(CCCl)N=O)C1OC(CO)C(O)C(O)C1O. Starting materials: C1(=CC=CC=C1)NN (phenylhydrazine), C(C)(C)N(C(C)C)CC (N,N-diisopropylethylamine), ClC1=NC=2CCCCC2C(=N1)Cl (2,4-dichloro-5,6,7,8-tetrahydroquinazoline), C(=O)(Cl)Cl (phosgene). Run in C1CCOC1 (THF), O (water). Conditions: time 10 minute. The product is ClC1=NC=2CCCCC2C=2N1C(N(N2)C2=CC=CC=C2)=O (5chloro-2-phenyl-7,8,9,10-tetrahydro-1,2,4-triazolo[4,3-c]quinazolin-3-one). RXN SMILES: [Cl:1][C:2]1[N:11]=[C:10](Cl)[C:9]2[CH2:8][CH2:7][CH2:6][CH2:5][C:4]=2[N:3]=1.[C:13]1([NH:19][NH2:20])[CH:18]=[CH:17][CH:16]=[CH:15][CH:14]=1.C(N(CC)C(C)C)(C)C.[C:30](Cl)(Cl)=[O:31]>C1COCC1.O>[Cl:1][C:2]1[N:11]2[C:30](=[O:31])[N:19]([C:13]3[CH:18]=[CH:17][CH:16]=[CH:15][CH:14]=3)[N:20]=[C:10]2[C:9]2[CH2:8][CH2:7][CH2:6][CH2:5][C:4]=2[N:3]=1. Procedure: A mixture of 2,4-dichloro-5,6,7,8-tetrahydroquinazoline [prepared according to the procedure described by M. Botta et al., 40, Tetrahedron, (1984), 3313] (500 mg, 2.4 mmol), phenylhydrazine (270 mg, 2.5 mmol) and N,N-diisopropylethylamine (1 ml, 5.7 mmol) in THF (50 ml) was heated at reflux temperature overnight. The reaction was cooled to room temperature and phosgene (200 ml, 20% in toluene) was added slowly and stirred for an additional 10 min. The mixture was poured into water and extracted ... As a reaction SMILES: [Ag+:39].[C:1]([c:2]1[cH:3][cH:4][cH:5][cH:6][cH:7]1)([c:8]1[cH:9][cH:10][cH:11][cH:12][cH:13]1)([c:14]1[cH:15][cH:16][cH:17][cH:18][cH:19]1)[S:20][CH:21]=[CH:22][c:23]1[cH:24][n:25][cH:26][cH:27][cH:28]1.[CH3:45][OH:46].[N+:35]([O-:36])([O-:37])=[O:38].[O:40]1[CH2:41][CH2:42][CH2:43][CH2:44]1.[cH:29]1[cH:30][cH:31][n:32][cH:33][cH:34]1>>[S:20]([CH:21]=[CH:22][c:23]1[cH:24][n:25][cH:26][cH:27][cH:28]1)[Ag:39]. Reactants: [Ag+], C(=Cc1cccnc1)SC(c1ccccc1)(c1ccccc1)c1ccccc1, CO, O=[N+]([O-])[O-], C1CCOC1, c1ccncc1. Product: [Ag]SC=Cc1cccnc1.